The task is: describe an organic reaction: reactants, conditions, products, and yield. This data is from the Open Reaction Database (ORD), a public repository of structured organic reaction records. Reaction SMILES: [CH2:1]([CH3:2])[O:3][C:4](=[O:5])[c:6]1[cH:7][cH:8][c:9](-[c:12]2[c:13]([O:21][CH3:22])[cH:14][cH:15][c:16]([N+:18]([O-:19])=[O:20])[cH:17]2)[cH:10][cH:11]1.[CH3:24][CH2:25][OH:26].[ClH:23]>>[CH2:1]([CH3:2])[O:3][C:4](=[O:5])[c:6]1[cH:7][cH:8][c:9](-[c:12]2[c:13]([O:21][CH3:22])[cH:14][cH:15][c:16]([NH2:18])[cH:17]2)[cH:10][cH:11]1.[ClH:23]. Starting materials: CCOC(=O)c1ccc(-c2cc([N+](=O)[O-])ccc2OC)cc1, CCO, Cl. The product is CCOC(=O)c1ccc(-c2cc(N)ccc2OC)cc1, Cl. Reactants: CC(=O)OC(C)=O, Cl, NC(Cc1ccc([N+](=O)[O-])cc1)C(=O)O, [Na+], [OH-], O. Yields the product CC(=O)NC(Cc1ccc([N+](=O)[O-])cc1)C(=O)O. RXN SMILES: [CH3:18][C:19](=[O:20])[O:21][C:22](=[O:23])[CH3:24].[ClH:25].[N+:1](=[O:2])([O-:3])[c:4]1[cH:5][cH:6][c:7]([CH2:10][CH:11]([NH2:12])[C:13](=[O:14])[OH:15])[cH:8][cH:9]1.[Na+:17].[OH-:16].[OH2:26]>>[N+:1](=[O:2])([O-:3])[c:4]1[cH:5][cH:6][c:7]([CH2:10][CH:11]([NH:12][C:19]([CH3:18])=[O:20])[C:13](=[O:14])[OH:15])[cH:8][cH:9]1. Starting materials: CCOC(=O)COc1cccc2c1CC(NCc1ccccc1)C(O)C2, CCO, Cl. RXN SMILES: [CH2:1]([c:2]1[cH:3][cH:4][cH:5][cH:6][cH:7]1)[NH:8][CH:9]1[CH:10]([OH:26])[CH2:11][c:12]2[cH:13][cH:14][cH:15][c:16]([O:19][CH2:20][C:21](=[O:22])[O:23][CH2:24][CH3:25])[c:17]2[CH2:18]1.[CH3:28][CH2:29][OH:30].[ClH:27]>>[ClH:27].[NH2:8][CH:9]1[CH:10]([OH:26])[CH2:11][c:12]2[cH:13][cH:14][cH:15][c:16]([O:19][CH2:20][C:21](=[O:22])[O:23][CH2:24][CH3:25])[c:17]2[CH2:18]1. The product is Cl, CCOC(=O)COc1cccc2c1CC(N)C(O)C2. Reactants: NC1=NC=C(C(=N1)C1=C(C=C(C=C1)Cl)C(C1=C(C=CC=C1)F)=O)C#N (2-Amino-4-[2-(2-fluorobenzoyl)-4-chlorophenyl]-pyrimidine-5-carbonitrile). The reagents and catalysts are [Ni] (Raney nickel). Solvent: C(C)(=O)O (acetic acid). Reaction conditions: time 2.5 hour. Product: NC=1N=CC=2CN=C(C3=C(C2N1)C=CC(=C3)Cl)C3=C(C=CC=C3)F (2-Amino-9-chloro-7-(2-fluorophenyl)-5H-pyrimido[5,4-d][2]benzazepine). Reaction SMILES: [NH2:1][C:2]1[N:7]=[C:6]([C:8]2[CH:13]=[CH:12][C:11]([Cl:14])=[CH:10][C:9]=2[C:15](=O)[C:16]2[CH:21]=[CH:20][CH:19]=[CH:18][C:17]=2[F:22])[C:5]([C:24]#[N:25])=[CH:4][N:3]=1>C(O)(=O)C.[Ni]>[NH2:1][C:2]1[N:3]=[CH:4][C:5]2[CH2:24][N:25]=[C:15]([C:16]3[CH:21]=[CH:20][CH:19]=[CH:18][C:17]=3[F:22])[C:9]3[CH:10]=[C:11]([Cl:14])[CH:12]=[CH:13][C:8]=3[C:6]=2[N:7]=1. Procedure: A solution of 50 mg (0.142 mmole) of the end product of Example 10 in 10 ml of acetic acid was treated with 1/4 spatula of Raney nickel, and hydrogenated for 2.5 hrs. The reaction was filtered through celite, evaporated, and partitioned between 30 ml of dichloromethane and 15 ml of dilute ammonium hydroxide. The organic layer was dried with sodium sulfate, evaporated and the residue was refluxed in ethanol for 1 hr, and then evaporated to dryness. The solid was dissolved in dichloromethane and d... Reactants: ClC=1C=CC(=C(C1)C1=CC(N(C=C1)C(C(=O)OCC)CC1=NC=CC=C1)=O)C(F)(F)F (ethyl 2-{4-[5-chloro-2-(trifluoromethyl)phenyl]-2-oxopyridin-1(2H)-yl}-3-(pyridin-2-yl)propanoate), [OH-].[Li+] (lithium hydroxide). Product: ClC=1C=CC(=C(C1)C1=CC(N(C=C1)C(C(=O)O)CC1=NC=CC=C1)=O)C(F)(F)F (2-{4-[5-Chloro-2-(trifluoromethyl)phenyl]-2-oxopyridin-1(2H)-yl}-3-(pyridin-2-yl)propanoic acid). RXN SMILES: [Cl:1][C:2]1[CH:3]=[CH:4][C:5]([C:28]([F:31])([F:30])[F:29])=[C:6]([C:8]2[CH:13]=[CH:12][N:11]([CH:14]([CH2:20][C:21]3[CH:26]=[CH:25][CH:24]=[CH:23][N:22]=3)[C:15]([O:17]CC)=[O:16])[C:10](=[O:27])[CH:9]=2)[CH:7]=1.[OH-].[Li+]>>[Cl:1][C:2]1[CH:3]=[CH:4][C:5]([C:28]([F:30])([F:29])[F:31])=[C:6]([C:8]2[CH:13]=[CH:12][N:11]([CH:14]([CH2:20][C:21]3[CH:26]=[CH:25][CH:24]=[CH:23][N:22]=3)[C:15]([OH:17])=[O:16])[C:10](=[O:27])[CH:9]=2)[CH:7]=1 |f:1.2|. Procedure: 350 mg (purity 65%, 0.51 mmol) of ethyl 2-{4-[5-chloro-2-(trifluoromethyl)phenyl]-2-oxopyridin-1(2H)-yl}-3-(pyridin-2-yl)propanoate (racemate) were hydrolysed with lithium hydroxide according to General Method 6B. Yield: 240 mg (purity 80%, 90% of theory) Reactants: C(CCC)[Li] (n-butyl lithium), C(C)(C)NC1CCCCC1 (N-isopropyl-N-cyclohexylamine), C[Si](C)(C)CC(=O)OCC (Ethyl trimethylsilylacetate), N1=C(C=CC2=CC=CC=C12)OCCCCCCCCCC(C)=O (11-(2-quinolinyloxy)undecan-2-one). Solvent: C1CCOC1 (THF), C1CCOC1 (THF). Conditions: time 16 hour. Yields the product C(C)(C)[N-]C1CCCCC1.[Li+] (Lithium N-isopropyl-N-cyclohexylamide), (2E/Z)ethyl 3-methyl-12-(2-quinolinyloxy)dodec-2-enoate. As a reaction SMILES: C([Li:5])CCC.[CH:6]([NH:9][CH:10]1[CH2:15][CH2:14][CH2:13][CH2:12][CH2:11]1)([CH3:8])[CH3:7].C[Si](CC(OCC)=O)(C)C.N1C2C(=CC=CC=2)C=CC=1OCCCCCCCCCC(=O)C>C1COCC1>[CH:6]([N-:9][CH:10]1[CH2:15][CH2:14][CH2:13][CH2:12][CH2:11]1)([CH3:8])[CH3:7].[Li+:5] |f:5.6|. Procedure: Lithium N-isopropyl-N-cyclohexylamide was prepared at -78° in anydrous THF from n-butyl lithium (6.1 mmol) and N-isopropyl-N-cyclohexylamine (1.00 ml). Ethyl trimethylsilylacetate (1.1 ml) was added, followed after 10 minutes by addition of the above ketone in THF. The reaction mixture was left at room temperature for 16 hours and worked-up in the usual manner. Excess ethyl trimethylsilylacetate was removed in vacuo and purification by column chromatography on silica (9:1, hexane: ether) gave (2... Starting materials: C1CCOC1, CC(C)(C)[O-], O=[N+]([O-])c1ccc(F)cc1, [K+], Cc1cc(N)n[nH]1, O. Yields the product Cc1cc(Nc2ccc([N+](=O)[O-])cc2)n[nH]1. As a reaction SMILES: [CH2:24]1[O:25][CH2:26][CH2:27][CH2:28]1.[CH3:18][C:19]([CH3:20])([O-:21])[CH3:22].[F:1][c:2]1[cH:3][cH:4][c:5]([N+:8](=[O:9])[O-:10])[cH:6][cH:7]1.[K+:23].[NH2:11][c:12]1[n:13][nH:14][c:15]([CH3:17])[cH:16]1.[OH2:29]>>[c:2]1([NH:11][c:12]2[n:13][nH:14][c:15]([CH3:17])[cH:16]2)[cH:3][cH:4][c:5]([N+:8](=[O:9])[O-:10])[cH:6][cH:7]1. The reactants are ClC1=CC(=C(CN2N=C(C3=CC(=CC=C23)C=O)C2=CC=C(C=C2)F)C=C1)C(F)(F)F (1-(4-chloro-2-trifluoromethylbenzyl)-3-(4-fluorophenyl)-1H-indazole-5-carbaldehyde), O=C1SCC(N1CC(=O)O)=O ((2,4-dioxothiazolidin-3-yl)acetic acid). Product: ClC1=CC(=C(CN2N=C(C3=CC(=CC=C23)\C=C/2\C(N(C(S2)=O)CC(=O)O)=O)C2=CC=C(C=C2)F)C=C1)C(F)(F)F ([(5Z)-5-({1-[4-Chloro-2-(trifluoromethyl)benzyl]-3-(4-fluorophenyl)-1H-indazol-5-yl}methylidene)-2,4-dioxo-1,3-thiazolidin-3-yl]acetic acid). As a reaction SMILES: [Cl:1][C:2]1[CH:26]=[CH:25][C:5]([CH2:6][N:7]2[C:15]3[C:10](=[CH:11][C:12]([CH:16]=O)=[CH:13][CH:14]=3)[C:9]([C:18]3[CH:23]=[CH:22][C:21]([F:24])=[CH:20][CH:19]=3)=[N:8]2)=[C:4]([C:27]([F:30])([F:29])[F:28])[CH:3]=1.[O:31]=[C:32]1[N:36]([CH2:37][C:38]([OH:40])=[O:39])[C:35](=[O:41])[CH2:34][S:33]1>>[Cl:1][C:2]1[CH:26]=[CH:25][C:5]([CH2:6][N:7]2[C:15]3[C:10](=[CH:11][C:12](/[CH:16]=[C:34]4/[C:35](=[O:41])[N:36]([CH2:37][C:38]([OH:40])=[O:39])[C:32](=[O:31])[S:33]/4)=[CH:13][CH:14]=3)[C:9]([C:18]3[CH:19]=[CH:20][C:21]([F:24])=[CH:22][CH:23]=3)=[N:8]2)=[C:4]([C:27]([F:29])([F:30])[F:28])[CH:3]=1. Reported procedure: [(5Z)-5-({1-[4-Chloro-2-(trifluoromethyl)benzyl]-3-(4-fluorophenyl)-1H-indazol-5-yl}methylidene)-2,4-dioxo-1,3-thiazolidin-3-yl]acetic acid was prepared from 1-(4-chloro-2-trifluoromethylbenzyl)-3-(4-fluorophenyl)-1H-indazole-5-carbaldehyde and (2,4-dioxothiazolidin-3-yl)acetic acid following General Procedure F. The solvent is C(C)N(CC)CC (triethylamine). The yield is 26.0%. The reactants are C(C)O (ethanol), [N+](=O)([O-])C1=C(C=CC(=O)O)C=C(C=C1)OCCCS(=O)C=1N(C=CN1)C1=C(C=CC=C1)C (2-nitro-5-{3-[1-(2-methylphenyl)-2-imidazolylsulfinyl]-propoxy}cinnamic acid), [H][H] (hydrogen). RXN SMILES: C(O)C.[N+:4]([C:7]1[CH:17]=[CH:16][C:15]([O:18][CH2:19][CH2:20][CH2:21][S:22]([C:24]2[N:25]([C:29]3[CH:34]=[CH:33][CH:32]=[CH:31][C:30]=3[CH3:35])[CH:26]=[CH:27][N:28]=2)=[O:23])=[CH:14][C:8]=1[CH:9]=[CH:10][C:11](O)=[O:12])([O-])=O.[H][H]>[C].[Pd].C(N(CC)CC)C>[CH3:35][C:30]1[CH:31]=[CH:32][CH:33]=[CH:34][C:29]=1[N:25]1[CH:26]=[CH:27][N:28]=[C:24]1[S:22]([CH2:21][CH2:20][CH2:19][O:18][C:15]1[CH:14]=[C:8]2[C:7](=[CH:17][CH:16]=1)[NH:4][C:11](=[O:12])[CH2:10][CH2:9]2)=[O:23] |f:3.4|. Procedure: To 50 ml of ethanol were added 300 mg of 2-nitro-5-{3-[1-(2-methylphenyl)-2-imidazolylsulfinyl]-propoxy}cinnamic acid, 100 mg of 10% palladium carbon and 0.6 ml of triethylamine. Hydrogenation was conducted at a hydrogen pressure of 4 atm. at 60° C. for 3 hours. The reaction mixture was cooled to room temperature and filtered to remove the catalyst. To the filtrate was added 200 mg of 10% palladium carbon, and hydrogenation was conducted at a hydrogen pressure of 4 atm. at 60° C. for 6 hours. Et... Run at time 6 hour. The product is CC1=C(C=CC=C1)N1C(=NC=C1)S(=O)CCCOC=1C=C2CCC(NC2=CC1)=O (6-{3-[1-(2-methylphenyl)-2-imidazolylsulfinyl]propoxy}-3,4-dihydrocarbostyril). The reagents and catalysts are [C].[Pd] (palladium carbon). Reactants: O[C@@H]1C[C@@H]2N(CCN(C2)CC2=CC=CC=C2)C1 ((7R,8aS)-7-hydroxy-2-phenylmethyl-1,2,3,4,6,7,8,8a-octahydro-pyrrolo[1,2-a]pyrazine), FC1=CC=C(C=C1)O (4-fluorophenol), C1(=CC=CC=C1)P(C1=CC=CC=C1)C1=CC=CC=C1 (triphenylphosphine), N(=NC(=O)OCC)C(=O)OCC (diethyl azodicarboxylate), Cl (HCl). The solvent is C1CCOC1 (THF), C(C)OCC (diethyl ether). Conditions: time 21 hour. Yields the product FC1=CC=C(O[C@H]2C[C@@H]3N(CCN(C3)CC3=CC=CC=C3)C2)C=C1 ((7S,8aS)-7-(4-fluorophenoxy)-2-phenylmethyl-1,2,3,4,6,7,8,8a-octahydro-pyrrolo[1,2-a]pyrazine). The yield is 95.3%. RXN SMILES: [OH:1][C@H:2]1[CH2:17][N:5]2[CH2:6][CH2:7][N:8]([CH2:10][C:11]3[CH:16]=[CH:15][CH:14]=[CH:13][CH:12]=3)[CH2:9][C@@H:4]2[CH2:3]1.[F:18][C:19]1[CH:24]=[CH:23][C:22](O)=[CH:21][CH:20]=1.C1(P(C2C=CC=CC=2)C2C=CC=CC=2)C=CC=CC=1.N(C(OCC)=O)=NC(OCC)=O.Cl>C1COCC1.C(OCC)C>[F:18][C:19]1[CH:24]=[CH:23][C:22]([O:1][C@@H:2]2[CH2:17][N:5]3[CH2:6][CH2:7][N:8]([CH2:10][C:11]4[CH:12]=[CH:13][CH:14]=[CH:15][CH:16]=4)[CH2:9][C@@H:4]3[CH2:3]2)=[CH:21][CH:20]=1. Procedure details: A solution of 0.971 g (4.18 mmol) of (7R,8aS)-7-hydroxy-2-phenylmethyl-1,2,3,4,6,7,8,8a-octahydro-pyrrolo[1,2-a]pyrazine (Diafi, L.; et al. J. Het. Chem., 1990, 27, 2181), 0.703 g (6.27 mmol) of 4-fluorophenol and 1.32 g (5.02 mmol) of triphenylphosphine in 20 mL of dry THF was treated with 0.79 mL (5.02 mmol) of diethyl azodicarboxylate and the solution stirred at room temperature for 21 h. Excess HCl (g) in diethyl ether was added, the precipitate was collected on a Buchner funnel, washing wit...